This data is from the Open Reaction Database (ORD), a public repository of structured organic reaction records. The task is: describe an organic reaction: reactants, conditions, products, and yield As a reaction SMILES: [NH2:1][C:2]1[S:3][C:4]([C:17]2[CH:22]=[CH:21][CH:20]=[C:19]([F:23])[CH:18]=2)=[C:5]([C:7]([N:9]2[C@H:14]([CH2:15][NH2:16])[CH2:13][C@H:12]3[C@@H:10]2[CH2:11]3)=[O:8])[N:6]=1.[CH3:24][N:25]1[C:33]([C:34](O)=[O:35])=[C:32]2[C:27]([CH:28]=[CH:29][CH:30]=[CH:31]2)=[N:26]1>>[NH2:1][C:2]1[S:3][C:4]([C:17]2[CH:22]=[CH:21][CH:20]=[C:19]([F:23])[CH:18]=2)=[C:5]([C:7]([N:9]2[C@H:14]([CH2:15][NH:16][C:34]([C:33]3[N:25]([CH3:24])[N:26]=[C:27]4[C:32]=3[CH:31]=[CH:30][CH:29]=[CH:28]4)=[O:35])[CH2:13][C@H:12]3[C@@H:10]2[CH2:11]3)=[O:8])[N:6]=1. Yields the product NC=1SC(=C(N1)C(=O)N1[C@H]2C[C@H]2C[C@H]1CNC(=O)C=1N(N=C2C=CC=CC12)C)C1=CC(=CC=C1)F (2-methyl-2H-indazole-3-carboxylic acid {(1S,3S,5S)-2-[2-amino-5-(3-fluoro-phenyl)-thiazole-4-carbonyl]-2-aza-bicyclo[3.1.0]hex-3-ylmethyl}-amide). Starting materials: NC=1SC(=C(N1)C(=O)N1[C@H]2C[C@H]2C[C@H]1CN)C1=CC(=CC=C1)F ([2-amino-5-(3-fluoro-phenyl)-thiazol-4-yl]-((1S,3S,5S)-3-aminomethyl-2-aza-bicyclo[3.1.0]hex-2-yl)-methanone), CN1N=C2C=CC=CC2=C1C(=O)O (2-methyl-2H-indazole-3-carboxylic acid). Procedure details: prepared by reaction of [2-amino-5-(3-fluoro-phenyl)-thiazol-4-yl]-((1S,3S,5S)-3-aminomethyl-2-aza-bicyclo[3.1.0]hex-2-yl)-methanone with 2-methyl-2H-indazole-3-carboxylic acid. LC-MS (basic): tR=0.80 min; [M+H]+=491.0.